Task: describe an organic reaction: reactants, conditions, products, and yield. Dataset: the Open Reaction Database (ORD), a public repository of structured organic reaction records The reactants are CCO, [Na+], [Na+], O=C([O-])[O-], O, CCCCc1ccc2nc(C(=O)OCC)cc(O)c2c1, O=P(Cl)(Cl)Cl. The product is CCCCc1ccc2nc(C(=O)OCC)cc(Cl)c2c1. Reaction SMILES: [CH3:33][CH2:34][OH:35].[Na+:27].[Na+:28].[O-:29][C:30](=[O:31])[O-:32].[OH2:26].[OH:1][c:2]1[cH:3][c:4]([C:16](=[O:17])[O:18][CH2:19][CH3:20])[n:5][c:6]2[cH:7][cH:8][c:9]([CH2:12][CH2:13][CH2:14][CH3:15])[cH:10][c:11]12.[P:21]([Cl:22])([Cl:23])([Cl:24])=[O:25]>>[c:2]1([Cl:23])[cH:3][c:4]([C:16](=[O:17])[O:18][CH2:19][CH3:20])[n:5][c:6]2[cH:7][cH:8][c:9]([CH2:12][CH2:13][CH2:14][CH3:15])[cH:10][c:11]12. Starting materials: FC(C(=O)NCCCCS[C@@H]1CC2C(C[C@H]3[C@@H]4CCC([C@@]4(C)CC[C@@H]3[C@]2(CC1)C)=O)=O)(F)F (3β-(4-trifluoroacetamidobutylthio)androstane-6,17-dione), Cl.NO (hydroxylamine hydrochloride). Yields the product FC(C(=O)NCCCCS[C@@H]1CC2/C(/C[C@H]3[C@@H]4CCC([C@@]4(C)CC[C@@H]3[C@]2(CC1)C)=O)=N/O)(F)F (3β-(4-trifluoroacetamidobutylthio)-6-(E)-hydroxyiminoandrostane-17-one). Yield: 40.0%. Reaction SMILES: [F:1][C:2]([F:33])([F:32])[C:3]([NH:5][CH2:6][CH2:7][CH2:8][CH2:9][S:10][C@H:11]1[CH2:28][CH2:27][C@@:26]2([CH3:29])[CH:13]([C:14](=O)[CH2:15][C@@H:16]3[C@@H:25]2[CH2:24][CH2:23][C@@:21]2([CH3:22])[C@H:17]3[CH2:18][CH2:19][C:20]2=[O:30])[CH2:12]1)=[O:4].Cl.[NH2:35][OH:36]>>[F:32][C:2]([F:33])([F:1])[C:3]([NH:5][CH2:6][CH2:7][CH2:8][CH2:9][S:10][C@H:11]1[CH2:28][CH2:27][C@@:26]2([CH3:29])[CH:13](/[C:14](=[N:35]/[OH:36])/[CH2:15][C@@H:16]3[C@@H:25]2[CH2:24][CH2:23][C@@:21]2([CH3:22])[C@H:17]3[CH2:18][CH2:19][C:20]2=[O:30])[CH2:12]1)=[O:4] |f:1.2|. Procedure: Following the reaction conditions described in Example 1 and starting from 3β-(4-trifluoroacetamidobutylthio)androstane-6,17-dione and hydroxylamine hydrochloride, 3β-(4-trifluoroacetamidobutylthio)-6-(E)-hydroxyiminoandrostane-17-one (240 mg, 40%) was obtained. 1H-NMR (300 MHz, DMSO-d6, ppm from TMS): δ 10.35 (1H, s), 9.40 (1H, t), 3.20 (4H, m), 2.55-0.90 (25H, m), 0.76 (3H, s), 0.67 (3H, s). The reactants are C(C)(C)(C)OC(NCC(NCCCCC1=CC=CC=C1)=O)=O ([(4-phenyl-butylcarbamoyl)-methyl]-carbamic acid tert-butyl ester), Cl (HCl). Solvent: O1CCOCC1 (dioxane). Yields the product [Cl-].NCC(=O)NCCCCC1=CC=CC=C1 (2-amino-N-(4-phenyl-butyl)-acetamide, hydrogen chloride salt). RXN SMILES: C(OC(=O)[NH:7][CH2:8][C:9](=[O:21])[NH:10][CH2:11][CH2:12][CH2:13][CH2:14][C:15]1[CH:20]=[CH:19][CH:18]=[CH:17][CH:16]=1)(C)(C)C.[ClH:23]>O1CCOCC1>[Cl-:23].[NH2:7][CH2:8][C:9]([NH:10][CH2:11][CH2:12][CH2:13][CH2:14][C:15]1[CH:16]=[CH:17][CH:18]=[CH:19][CH:20]=1)=[O:21] |f:3.4|. Procedure: The crude [(4-phenyl-butylcarbamoyl)-methyl]-carbamic acid tert-butyl ester is stirred in a solution of dioxane (150 mL) and HCl (4 M dioxane, 42 mL, 168 mmol) for 17 h. The volatiles are removed in vacuo to provide 2-amino-N-(4-phenyl-butyl)-acetamide, hydrogen chloride salt which is used as is without further purification. The reactants are Nitriles, [Li+].C[Si](C)(C)[N-][Si](C)(C)C (LiHMDS), C[Si](C)(C)[N-][Si](C)(C)C.[K+] (KHMDS), benzamidines, COC(CBr)=O (2-bromoacetic acid methyl ester), N1N=NC=C1 (triazole), triazoles, hydrazides. Product: COC(CN1N=NC=C1)=O (triazole-1-yl-acetic acid methyl ester). Reaction SMILES: [Li+].C[Si]([N-][Si](C)(C)C)(C)C.C[Si]([N-][Si](C)(C)C)(C)C.[K+].[NH:21]1[CH:25]=[CH:24][N:23]=[N:22]1.[CH3:26][O:27][C:28](=[O:31])[CH2:29]Br>>[CH3:26][O:27][C:28](=[O:31])[CH2:29][N:21]1[CH:25]=[CH:24][N:23]=[N:22]1 |f:0.1,2.3|. Reported procedure: Nitriles were reacted with LiHMDS or KHMDS to benzamidines which were converted to triazole by melting with hydrazides. The triazoles were coupled with 2-bromoacetic acid methyl ester under basic conditions to give the desired triazole-1-yl-acetic acid methyl ester together with different quantities of the isomeric systhem. The triazole-1-yl-acetic acid methyl ester was hydrolyzed with LiOH to the coresponding acid. The isomeres were either seperated before ore after hydrolysis of the ester. Fin... Reactants: C1(CC1)OC1=CC=C(C=C1)C1=CC2=C(C(N(CC2)C2=CC(=C(C=C2)O)OC)=O)S1 (2-(4-cyclopropoxy-phenyl)-6-(4-hydroxy-3-methoxy-phenyl)-5,6-dihydro-4H-thieno[2,3-c]pyridin-7-one), ClCCN1CCCC1 (2-chloroethylpyrrolidine), [OH-].[Na+] (NaOH), C1(=CC=CC=C1)O (phenol), [Cl-] (chloride), hydrochloride salt, C(=O)([O-])[O-].[K+].[K+] (K2CO3). Run in CN(C)C=O (DMF), C(Cl)Cl (CH2Cl2), CN(C)C=O (DMF). Conditions: time 7.5 minute. Yields the product Cl.C1(CC1)OC1=CC=C(C=C1)C1=CC2=C(C(N(CC2)C2=CC(=C(C=C2)OCCN2CCCC2)OC)=O)S1 (2-(4-Cyclopropoxy-phenyl)-6-[3-methoxy-4-(2-pyrrolidin-1-yl-ethoxy)-phenyl]-5,6-dihydro-4H-thieno[2,3-c]pyridin-7-one hydrochloride). Yield: 36.0%. RXN SMILES: [Cl:1][CH2:2][CH2:3][N:4]1[CH2:8][CH2:7][CH2:6][CH2:5]1.[OH-].[Na+].[CH:11]1([O:14][C:15]2[CH:20]=[CH:19][C:18]([C:21]3[S:39][C:24]4[C:25](=[O:38])[N:26]([C:29]5[CH:34]=[CH:33][C:32]([OH:35])=[C:31]([O:36][CH3:37])[CH:30]=5)[CH2:27][CH2:28][C:23]=4[CH:22]=3)=[CH:17][CH:16]=2)[CH2:13][CH2:12]1.C1(O)C=CC=CC=1.C([O-])([O-])=O.[K+].[K+].[Cl-]>CN(C=O)C.C(Cl)Cl>[ClH:1].[CH:11]1([O:14][C:15]2[CH:16]=[CH:17][C:18]([C:21]3[S:39][C:24]4[C:25](=[O:38])[N:26]([C:29]5[CH:34]=[CH:33][C:32]([O:35][CH2:2][CH2:3][N:4]6[CH2:8][CH2:7][CH2:6][CH2:5]6)=[C:31]([O:36][CH3:37])[CH:30]=5)[CH2:27][CH2:28][C:23]=4[CH:22]=3)=[CH:19][CH:20]=2)[CH2:12][CH2:13]1 |f:1.2,5.6.7,11.12|. Procedure details: Make the free base of 2-chloroethylpyrrolidine by adding the hydrochloride salt (84 mg, 0.49 mmol) to a separatory funnel containing 1 N NaOH (75 mL) and CH2Cl2 (75 mL). Wash the organic layer with brine then dry over Na2SO4 and concentrate. In a separate microwave vessel, mix 2-(4-cyclopropoxy-phenyl)-6-(4-hydroxy-3-methoxy-phenyl)-5,6-dihydro-4H-thieno[2,3-c]pyridin-7-one (100 mg, 0.24 mmol) in DMF (1 mL). Warm the mixture slightly with a heat gun until the phenol is in solution. Add powdered ...